This data is from the Open Reaction Database (ORD), a public repository of structured organic reaction records. The task is: describe an organic reaction: reactants, conditions, products, and yield Starting materials: O (water), FC(C(=O)O)(F)F (trifluoroacetic acid), OC(C)(C)C1=CC(=NC(=N1)C(F)(F)F)O[C@H]1CC[C@H](CC1)N1CC(C1)(N1N=CC(=C1)C=1C2=C(N=CN1)N(C=C2)COCC[Si](C)(C)C)CC#N ({1-(cis-4-{[6-(1-hydroxy-1-methylethyl)-2-(trifluoromethyl)pyrimidin-4-yl]oxy}cyclohexyl)-3-[4-(7-{[2-(trimethylsilyl)ethoxy]methyl}-7H-pyrrolo[2,3-d]pyrimidin-4-yl)-1H-pyrazol-1-yl]azetidin-3-yl}acetonitrile), [OH-].[NH4+] (ammonium hydroxide). Run in CC#N.O (CH3CN—H2O), C(Cl)Cl (Methylene chloride). Conditions: time 2 hour. Yields the product FC(C(=O)O)(F)F.FC(C(=O)O)(F)F.OC(C)(C)C1=CC(=NC(=N1)C(F)(F)F)O[C@H]1CC[C@H](CC1)N1CC(C1)(N1N=CC(=C1)C=1C2=C(N=CN1)NC=C2)CC#N ({1-(cis-4-{[6-(1-Hydroxy-1-methylethyl)-2-(trifluoromethyl)pyrimidin-4-yl]oxy}cyclohexyl)-3-[4-(7H-pyrrolo[2,3-d]pyrimidin-4-yl)-1H-pyrazol-1-yl]azetidin-3-yl}acetonitrile bis(trifluoroacetate)). Reaction SMILES: [F:1][C:2]([F:7])([F:6])[C:3]([OH:5])=[O:4].[OH:8][C:9]([C:12]1[N:17]=[C:16]([C:18]([F:21])([F:20])[F:19])[N:15]=[C:14]([O:22][C@@H:23]2[CH2:28][CH2:27][C@H:26]([N:29]3[CH2:32][C:31]([CH2:55][C:56]#[N:57])([N:33]4[CH:37]=[C:36]([C:38]5[C:39]6[CH:46]=[CH:45][N:44](COCC[Si](C)(C)C)[C:40]=6[N:41]=[CH:42][N:43]=5)[CH:35]=[N:34]4)[CH2:30]3)[CH2:25][CH2:24]2)[CH:13]=1)([CH3:11])[CH3:10].[OH-].[NH4+].O>CC#N.O.C(Cl)Cl>[F:1][C:2]([F:7])([F:6])[C:3]([OH:5])=[O:4].[F:1][C:2]([F:7])([F:6])[C:3]([OH:5])=[O:4].[OH:8][C:9]([C:12]1[N:17]=[C:16]([C:18]([F:21])([F:20])[F:19])[N:15]=[C:14]([O:22][C@@H:23]2[CH2:24][CH2:25][C@H:26]([N:29]3[CH2:32][C:31]([CH2:55][C:56]#[N:57])([N:33]4[CH:37]=[C:36]([C:38]5[C:39]6[CH:46]=[CH:45][NH:44][C:40]=6[N:41]=[CH:42][N:43]=5)[CH:35]=[N:34]4)[CH2:30]3)[CH2:27][CH2:28]2)[CH:13]=1)([CH3:10])[CH3:11] |f:2.3,5.6,8.9.10|. Reported procedure: Methylene chloride (2.0 mL) and trifluoroacetic acid (0.40 mL, 5.2 mmol) were added to {1-(cis-4-{[6-(1-hydroxy-1-methylethyl)-2-(trifluoromethyl)pyrimidin-4-yl]oxy}cyclohexyl)-3-[4-(7-{[2-(trimethylsilyl)ethoxy]methyl}-7H-pyrrolo[2,3-d]pyrimidin-4-yl)-1H-pyrazol-1-yl]azetidin-3-yl}acetonitrile, stirred for 2 hours, and then concentrated to remove trifluoroacetic acids. LCMS showed clean conversion to the hydroxymethyl intermediate (M+2H 320). To the residue was added methanol (2.0 mL), then 15.... The reactants are C(C)N(CCCCOC=1C=C2C=CNC2=CC1)CC (Diethyl-[4-(1H-indol-5-yloxy)-butyl]-amine), potassium tert. butylate, BrC1=CC=C(CBr)C=C1 (4-bromobenzylbromide), CCOCC (Ether), O (water). Run in CN(C)C=O (DMF). The product is BrC1=CC=C(CN2C=CC3=CC(=CC=C23)OCCCCN(CC)CC)C=C1 ({4-[1-(4-Bromo-benzyl)-1H-indol-5-yloxy]-butyl}-diethyl-amine). The yield is 53.6%. As a reaction SMILES: [CH2:1]([N:3]([CH2:18][CH3:19])[CH2:4][CH2:5][CH2:6][CH2:7][O:8][C:9]1[CH:10]=[C:11]2[C:15](=[CH:16][CH:17]=1)[NH:14][CH:13]=[CH:12]2)[CH3:2].[Br:20][C:21]1[CH:28]=[CH:27][C:24]([CH2:25]Br)=[CH:23][CH:22]=1.CCOCC.O>CN(C=O)C>[Br:20][C:21]1[CH:28]=[CH:27][C:24]([CH2:25][N:14]2[C:15]3[C:11](=[CH:10][C:9]([O:8][CH2:7][CH2:6][CH2:5][CH2:4][N:3]([CH2:1][CH3:2])[CH2:18][CH3:19])=[CH:17][CH:16]=3)[CH:12]=[CH:13]2)=[CH:23][CH:22]=1. Procedure: 130 mg (0.5 mmol) Diethyl-[4-(1H-indol-5-yloxy)-butyl]-amine in 1 ml DMF were treated with 67 mg (0.6 mmol) potassium tert. butylate and 150 mg (0.6 mmol) 4-bromobenzylbromide at 45° C. for 1 h. Ether and water were added and the organic phase was washed with water and dried over Na2SO4. Column chromatography on silica gel with CH2Cl2: MeOH 9:1 yielded 115 mg (53%) {4-[1-(4-Bromo-benzyl)-1H-indol-5-yloxy]-butyl}-diethyl-amine as colorless oil, MS: 429 (MH+, 1Br). The reactants are Nc1c(Cl)ccnc1Br, C1COCCO1, CB1OB(C)OB(C)O1, CCOC(C)=O, [K+], [K+], O=C([O-])[O-], O. The product is Cc1nccc(Cl)c1N. As a reaction SMILES: [Br:1][c:2]1[n:3][cH:4][cH:5][c:6]([Cl:9])[c:7]1[NH2:8].[CH2:25]1[O:26][CH2:27][CH2:28][O:29][CH2:30]1.[CH3:10][B:11]1[O:12][B:13]([CH3:14])[O:15][B:16]([CH3:17])[O:18]1.[CH3:31][CH2:32][O:33][C:34]([CH3:35])=[O:36].[K+:19].[K+:20].[O-:21][C:22]([O-:23])=[O:24].[OH2:37]>>[c:2]1([CH3:10])[n:3][cH:4][cH:5][c:6]([Cl:9])[c:7]1[NH2:8]. The reactants are C(Cl)(Cl)(Cl)C(=O)O (CCl3CO2H), compound, C1(CC1)C(C1CC1)O (dicyclopropylmethyl alcohol), [N-]=[N+]=[N-].[Na+] (NaN3), [BH4-].[Na+] (NaBH4). Reagents/catalysts: [Br-].C(CCCCCCCCCCCCCCC)[P+](CCCC)(CCCC)CCCC (hexadecyltributyl phosphonium bromide). Solvent: C(Cl)Cl (CH2Cl2), C1(=CC=CC=C1)C (toluene), C(Cl)Cl (CH2Cl2), O (H2O). Run at time 3 hour. The product is Cl.C1(CC1)C(C1CC1)N (Dicyclopropylmethyl Amine Hydrochloride). The yield is 30.5%. Reaction SMILES: [CH:1]1([CH:4](O)[CH:5]2[CH2:7][CH2:6]2)[CH2:3][CH2:2]1.[N-:9]=[N+]=[N-].[Na+].C(C(O)=O)(Cl)(Cl)[Cl:14].[BH4-].[Na+]>C(Cl)Cl.C1(C)C=CC=CC=1.[Br-].C([P+](CCCC)(CCCC)CCCC)CCCCCCCCCCCCCCC.O>[ClH:14].[CH:1]1([CH:4]([NH2:9])[CH:5]2[CH2:7][CH2:6]2)[CH2:3][CH2:2]1 |f:1.2,4.5,8.9,11.12|. Procedure details: To a solution of 4.48 g of dicyclopropylmethyl alcohol in 20 mL of CH2Cl2 was added 3.6 g of NaN3 followed by 10 g of CCl3CO2H. The resulting mixture was stirred at room temperature for 3 h, diluted with 50 mL of CH2Cl2, washed with NaHCO3 and NaCl solution. Drying over MgSO4 and removal of solvent gave an oil (which was examined by high field 1H NMR and shown to be contaminated by a small amount of ring-opening compound (less than 5%)) which was dissolved in a solution of 7 mL of toluene contai... Starting materials: N1=C(C=CC=C1)NC1=C(C=CC=C1)N (N-(2-pyridyl)-o-phenylenediamine), O1C(=CC=C1)/C=C/C(=O)Cl ((E)-3-(2-furyl)acryloyl chloride), N1=C(C=CC=C1)N1C(=NC2=C1C=CC=C2)\C=C\C2=CC=CC=C2 ((E)-1-(2-pyridyl)-2-styryl-1H-benzimidazole). Yields the product O1C(=CC=C1)/C=C/C1=NC2=C(N1C1=NC=CC=C1)C=CC=C2 ((E)-2-[2-(2-Furyl)ethenyl]-1-(2-pyridyl)-1H-benzimidazole). Reaction SMILES: [N:1]1[CH:6]=[CH:5][CH:4]=[CH:3][C:2]=1[NH:7][C:8]1[CH:13]=[CH:12][CH:11]=[CH:10][C:9]=1[NH2:14].[O:15]1[CH:19]=[CH:18][CH:17]=[C:16]1/[CH:20]=[CH:21]/[C:22](Cl)=O.N1C=CC=CC=1N1C2C=CC=CC=2N=C1/C=C/C1C=CC=CC=1>>[O:15]1[CH:19]=[CH:18][CH:17]=[C:16]1/[CH:20]=[CH:21]/[C:22]1[N:7]([C:2]2[CH:3]=[CH:4][CH:5]=[CH:6][N:1]=2)[C:8]2[CH:13]=[CH:12][CH:11]=[CH:10][C:9]=2[N:14]=1. Procedure details: The titled compound was prepared from N-(2-pyridyl)-o-phenylenediamine and (E)-3-(2-furyl)acryloyl chloride (New, J. S.; Christopher, W. L.; Yevich, J. P.; Butler, R.; Schlemmer, R. F.; VanderMaelen, C. P.; Cipollina, J. A. J. Med. Chem., 1989, 32, 1147) according to the preparation of (E)-1-(2-pyridyl)-2-styryl-1H-benzimidazole (Example 1, method A). MW: 287.32; mp: 164.0-165.0° C.; 1H-NMR (CDCl3) δ: 8.80-8.75 (1H, m), 8.00 (1H, ddd, J=7.7, 7.7, 1.8 Hz), 7.83-7.78 (1H, m), 7.78 (1H, d, J=15.4 H... Reactants: CO, CC(C)=O, COC(=O)c1cc(Cl)cnc1Cl, N. Yields the product COC(=O)c1cc(Cl)cnc1N. Reaction SMILES: [CH3:14][OH:15].[CH3:16][C:17]([CH3:18])=[O:19].[Cl:1][c:2]1[c:3]([C:4](=[O:5])[O:6][CH3:7])[cH:8][c:9]([Cl:12])[cH:10][n:11]1.[NH3:13]>>[c:2]1([NH2:13])[c:3]([C:4](=[O:5])[O:6][CH3:7])[cH:8][c:9]([Cl:12])[cH:10][n:11]1. Reactants: CN, CO, Cc1ccc(S(=O)(=O)OCC(O)C(c2ccccc2)n2cc(C)c3cc(F)ccc32)cc1. Product: CNCC(O)C(c1ccccc1)n1cc(C)c2cc(F)ccc21. Reaction SMILES: [CH3:33][NH2:34].[CH3:35][OH:36].[F:1][c:2]1[cH:3][c:4]2[c:5]([CH3:32])[cH:6][n:7]([CH:11]([CH:12]([CH2:13][O:14][S:15]([c:16]3[cH:17][cH:18][c:19]([CH3:20])[cH:21][cH:22]3)(=[O:23])=[O:24])[OH:25])[c:26]3[cH:27][cH:28][cH:29][cH:30][cH:31]3)[c:8]2[cH:9][cH:10]1>>[F:1][c:2]1[cH:3][c:4]2[c:5]([CH3:32])[cH:6][n:7]([CH:11]([CH:12]([CH2:13][NH:34][CH3:33])[OH:25])[c:26]3[cH:27][cH:28][cH:29][cH:30][cH:31]3)[c:8]2[cH:9][cH:10]1.